From a dataset of the Open Reaction Database (ORD), a public repository of structured organic reaction records. describe an organic reaction: reactants, conditions, products, and yield Reactants: C1CCOC1, CCCCN, C#C[Si](C)(C)C, ClC=CC#CCOc1ccccc1, [Cu]I, c1ccc(P(c2ccccc2)(c2ccccc2)[Pd](P(c2ccccc2)(c2ccccc2)c2ccccc2)(P(c2ccccc2)(c2ccccc2)c2ccccc2)P(c2ccccc2)(c2ccccc2)c2ccccc2)cc1. Product: C[Si](C)(C)C#CC=CC#CCOc1ccccc1. Reaction SMILES: [CH2:104]1[O:105][CH2:106][CH2:107][CH2:108]1.[CH2:14]([NH2:15])[CH2:16][CH2:17][CH3:18].[CH3:19][Si:20]([CH3:21])([CH3:22])[C:23]#[CH:24].[Cl:1][CH:2]=[CH:3][C:4]#[C:5][CH2:6][O:7][c:8]1[cH:9][cH:10][cH:11][cH:12][cH:13]1.[Cu:25][I:26].[cH:27]1[cH:28][cH:29][c:30]([P:31]([Pd:32]([P:33]([c:34]2[cH:35][cH:36][cH:37][cH:38][cH:39]2)([c:40]2[cH:41][cH:42][cH:43][cH:44][cH:45]2)[c:46]2[cH:47][cH:48][cH:49][cH:50][cH:51]2)([P:52]([c:53]2[cH:54][cH:55][cH:56][cH:57][cH:58]2)([c:59]2[cH:60][cH:61][cH:62][cH:63][cH:64]2)[c:65]2[cH:66][cH:67][cH:68][cH:69][cH:70]2)[P:71]([c:72]2[cH:73][cH:74][cH:75][cH:76][cH:77]2)([c:78]2[cH:79][cH:80][cH:81][cH:82][cH:83]2)[c:84]2[cH:85][cH:86][cH:87][cH:88][cH:89]2)([c:90]2[cH:91][cH:92][cH:93][cH:94][cH:95]2)[c:96]2[cH:97][cH:98][cH:99][cH:100][cH:101]2)[cH:102][cH:103]1>>[CH:2](=[CH:3][C:4]#[C:5][CH2:6][O:7][c:8]1[cH:9][cH:10][cH:11][cH:12][cH:13]1)[C:24]#[C:23][Si:20]([CH3:19])([CH3:21])[CH3:22]. Starting materials: Cc1cnc2c(-c3cc(S(C)=O)ncn3)c(N)nn2c1, CN1CCCC1=O, NC(=O)C1CCCNC1. Product: Cc1cnc2c(-c3cc(N4CCCC(C(N)=O)C4)ncn3)c(N)nn2c1. Reaction SMILES: [CH3:1][c:2]1[cH:3][n:4][c:5]2[n:6]([cH:7]1)[n:8][c:9]([NH2:20])[c:10]2-[c:11]1[n:12][cH:13][n:14][c:15]([S:17]([CH3:18])=[O:19])[cH:16]1.[CH3:30][N:31]1[CH2:32][CH2:33][CH2:34][C:35]1=[O:36].[NH2:21][C:22](=[O:23])[CH:24]1[CH2:25][CH2:26][CH2:27][NH:28][CH2:29]1>>[CH3:1][c:2]1[cH:3][n:4][c:5]2[n:6]([cH:7]1)[n:8][c:9]([NH2:20])[c:10]2-[c:11]1[n:12][cH:13][n:14][c:15]([N:28]2[CH2:27][CH2:26][CH2:25][CH:24]([C:22]([NH2:21])=[O:23])[CH2:29]2)[cH:16]1. Reactants: O=C([O-])[O-], CC#CCn1c(N2CCN(C(=O)OC(C)(C)C)CC2)nc2nc(Cl)n(C)c(=O)c21, CN1CCCC1=O, [K+], [K+], NC(=O)c1ccccc1O, O. Yields the product CC#CCn1c(N2CCN(C(=O)OC(C)(C)C)CC2)nc2nc(Oc3ccccc3C(N)=O)n(C)c(=O)c21. As a reaction SMILES: [C:40](=[O:41])([O-:42])[O-:43].[CH2:1]([C:2]#[C:3][CH3:4])[n:5]1[c:6]([N:17]2[CH2:18][CH2:19][N:20]([C:23](=[O:24])[O:25][C:26]([CH3:27])([CH3:28])[CH3:29])[CH2:21][CH2:22]2)[n:7][c:8]2[n:9][c:10]([Cl:16])[n:11]([CH3:15])[c:12](=[O:14])[c:13]12.[CH3:47][N:48]1[CH2:49][CH2:50][CH2:51][C:52]1=[O:53].[K+:44].[K+:45].[NH2:30][C:31](=[O:32])[c:33]1[cH:34][cH:35][cH:36][cH:37][c:38]1[OH:39].[OH2:46]>>[CH2:1]([C:2]#[C:3][CH3:4])[n:5]1[c:6]([N:17]2[CH2:18][CH2:19][N:20]([C:23](=[O:24])[O:25][C:26]([CH3:27])([CH3:28])[CH3:29])[CH2:21][CH2:22]2)[n:7][c:8]2[n:9][c:10]([O:39][c:38]3[c:33]([C:31]([NH2:30])=[O:32])[cH:34][cH:35][cH:36][cH:37]3)[n:11]([CH3:15])[c:12](=[O:14])[c:13]12.